This data is from the Open Reaction Database (ORD), a public repository of structured organic reaction records. The task is: describe an organic reaction: reactants, conditions, products, and yield The reactants are [H-].[Al+3].[Li+].[H-].[H-].[H-] (lithium aluminum hydride), COC(C1=CC=C(C=C1)OCCCCCCCCCCCCCC)=O (4-(Tetradecyloxy)benzoic acid methyl ester). Run in O1CCCC1 (tetrahydrofuran), O1CCCC1 (tetrahydrofuran). Reaction conditions: time 2 hour. The product is C(CCCCCCCCCCCCC)OC1=CC=C(CO)C=C1 (4-(Tetradecyloxy)benzyl alcohol). The yield is 97.9%. Reaction SMILES: [H-].[Al+3].[Li+].[H-].[H-].[H-].C[O:8][C:9](=O)[C:10]1[CH:15]=[CH:14][C:13]([O:16][CH2:17][CH2:18][CH2:19][CH2:20][CH2:21][CH2:22][CH2:23][CH2:24][CH2:25][CH2:26][CH2:27][CH2:28][CH2:29][CH3:30])=[CH:12][CH:11]=1>O1CCCC1>[CH2:17]([O:16][C:13]1[CH:12]=[CH:11][C:10]([CH2:9][OH:8])=[CH:15][CH:14]=1)[CH2:18][CH2:19][CH2:20][CH2:21][CH2:22][CH2:23][CH2:24][CH2:25][CH2:26][CH2:27][CH2:28][CH2:29][CH3:30] |f:0.1.2.3.4.5|. Procedure details: To a room temperature solution of 3.27 g lithium aluminum hydride in 80 ml of dry tetrahydrofuran is added, dropwise, 10 g of product from Example 1 in 70 ml of dry tetrahydrofuran. The reaction is stirred at room temperature for 51/2 hours, quenched with a saturated sodium sulfate solution, filtered and the filtrate concentrated in vacuo. The residue is purified by column chromatography (silica gel:20% ethyl acetate/hexane) to give 9.0 g of desired product as colorless needles. Starting materials: O=C([O-])O, CCO, N#Cc1cc(C(F)(F)F)cc(C2CC2)n1, Cl, NO, [Na+]. Product: NC(=O)c1cc(C(F)(F)F)cc(C2CC2)n1. As a reaction SMILES: [C:1]([O-:2])(=[O:3])[OH:4].[CH3:24][CH2:25][OH:26].[CH:9]1([c:12]2[cH:13][c:14]([C:20]([F:21])([F:22])[F:23])[cH:15][c:16]([C:18]#[N:19])[n:17]2)[CH2:10][CH2:11]1.[ClH:6].[NH2:7][OH:8].[Na+:5]>>[O:2]=[C:18]([c:16]1[cH:15][c:14]([C:20]([F:21])([F:22])[F:23])[cH:13][c:12]([CH:9]2[CH2:10][CH2:11]2)[n:17]1)[NH2:19].